Task: describe an organic reaction: reactants, conditions, products, and yield. Dataset: the Open Reaction Database (ORD), a public repository of structured organic reaction records Yields the product BrC=1C=CC(=C(C=O)C1)OC(N(C)C)=S (5-bromo-2-[(N,N-dimethylthiocarbamoyl)oxy]benzaldehyde). Procedure details: 8.13 g of 5-bromosalicylaldehyde was dissolved in 100 ml of acetone, followed by the addition of 6.7 g of anhydrous potassium carbonate. With stirring at room temperature, 5.0 g of N,N-dimethylthiocarbamoyl chloride was added to the above solution, and the stirring was continued for two hours. The resulting reaction solution was poured into ice water, and crystals thus precipitated were collected by filtration, and dried to obtain 9.2 g of 5-bromo-2-[(N,N-dimethylthiocarbamoyl)oxy]benzaldehyde. RXN SMILES: [Br:1][C:2]1[CH:9]=[C:6]([CH:7]=[O:8])[C:5]([OH:10])=[CH:4][CH:3]=1.C(=O)([O-])[O-].[K+].[K+].[CH3:17][N:18]([CH3:22])[C:19](Cl)=[S:20]>CC(C)=O>[Br:1][C:2]1[CH:3]=[CH:4][C:5]([O:10][C:19](=[S:20])[N:18]([CH3:22])[CH3:17])=[C:6]([CH:9]=1)[CH:7]=[O:8] |f:1.2.3|. Yield: 78.9%. Starting materials: ice water, BrC1=CC=C(C(C=O)=C1)O (5-bromosalicylaldehyde), CN(C(=S)Cl)C (N,N-dimethylthiocarbamoyl chloride), C([O-])([O-])=O.[K+].[K+] (potassium carbonate). Reaction conditions: time 2 hour. The solvent is CC(=O)C (acetone). Reactants: C=CCS(=O)C1CC(=O)N1C(C(=O)OCc1ccc([N+](=O)[O-])cc1)C(=S)Oc1ccccc1, C1COCCO1, c1ccc(P(c2ccccc2)c2ccccc2)cc1. The product is O=C(OCc1ccc([N+](=O)[O-])cc1)C1=C(Oc2ccccc2)SC2CC(=O)N12. RXN SMILES: [CH2:1]([S:2](=[O:3])[CH:6]1[CH2:7][C:8](=[O:33])[N:9]1[CH:10]([C:11](=[O:12])[O:13][CH2:14][c:15]1[cH:16][cH:17][c:18]([N+:21](=[O:22])[O-:23])[cH:19][cH:20]1)[C:24](=[S:25])[O:26][c:27]1[cH:28][cH:29][cH:30][cH:31][cH:32]1)[CH:4]=[CH2:5].[O:53]1[CH2:54][CH2:55][O:56][CH2:57][CH2:58]1.[c:34]1([P:35]([c:36]2[cH:37][cH:38][cH:39][cH:40][cH:41]2)[c:42]2[cH:43][cH:44][cH:45][cH:46][cH:47]2)[cH:48][cH:49][cH:50][cH:51][cH:52]1>>[CH:6]12[CH2:7][C:8](=[O:33])[N:9]1[C:10]([C:11](=[O:12])[O:13][CH2:14][c:15]1[cH:16][cH:17][c:18]([N+:21](=[O:22])[O-:23])[cH:19][cH:20]1)=[C:24]([O:26][c:27]1[cH:28][cH:29][cH:30][cH:31][cH:32]1)[S:25]2. Starting materials: CCOC=1C=CC(=CC1)N=NC=2C=CC(=CC2N)N.Cl (serenium), ClC1=CC(=CC=C1)C(=O)OO (m-chloroperbenzoic acid), C(O)([O-])=O.[Na+] (sodium hydrogencarbonate). Run in C(Cl)Cl (methylene chloride). Conditions: time 20 minute. Product: CC1=CC([C@H]2O[C@@H]1CO2)=O (1,6-anhydro-3,4-dideoxy-4-methyl-β-D-glycero-hex-3-enopyranos-2-ulose). RXN SMILES: CC[O:3][C:4]1[CH:5]=[CH:6][C:7](N=NC2C=CC(N)=CC=2N)=[CH:8]C=1.Cl.Cl[C:22]1C=CC=C(C(OO)=O)C=1.[C:32](=[O:35])([O-])[OH:33].[Na+]>C(Cl)Cl>[CH3:22][C:6]1[C@H:7]2[CH2:8][O:35][C@H:32]([O:33]2)[C:4](=[O:3])[CH:5]=1 |f:0.1,3.4|. Procedure: The serenium derivative obtained by the above reaction was dissolved in 20 ml of dry methylene chloride under an inert atmosphere of nitrogen gas, and 60 mg of m-chloroperbenzoic acid was added thereto at -78° C. The mixture was stirred for 20 minutes and then a saturated sodium hydrogencarbonate aqueous solution was added. The mixture was extracted twice with methylene chloride. The organic layers were put together and washed twice with a saturated sodium chloride aqueous solution and then drie... Reactants: Cl.Cl.O1COC2=C1C=CC(=C2)N2C(N(C1=C(C=NC=3C(=CC=CC13)OC)C2=O)C2CCNCC2)=O (3-Benzo[1,3]dioxol-5-yl-7-methoxy-1-piperidin-4-yl-1H-pyrimido[5,4-c]quinoline-2,4-dione.dihydrochloride), CS(=O)(=O)Cl (methanesulfonyl chloride). The product is O1COC2=C1C=CC(=C2)N2C(N(C1=C(C=NC=3C(=CC=CC13)OC)C2=O)C2CCN(CC2)S(=O)(=O)C)=O (3-Benzo[1,3]dioxol-5-yl-1-(1-methanesulfonyl-piperidin-4-yl)-7-methoxy-1H-pyrimido[5,4-c]quinoline-2,4-dione). Reaction SMILES: Cl.Cl.[O:3]1[C:7]2[CH:8]=[CH:9][C:10]([N:12]3[C:27](=[O:28])[C:16]4[CH:17]=[N:18][C:19]5[C:20]([O:25][CH3:26])=[CH:21][CH:22]=[CH:23][C:24]=5[C:15]=4[N:14]([CH:29]4[CH2:34][CH2:33][NH:32][CH2:31][CH2:30]4)[C:13]3=[O:35])=[CH:11][C:6]=2[O:5][CH2:4]1.[CH3:36][S:37](Cl)(=[O:39])=[O:38]>>[O:3]1[C:7]2[CH:8]=[CH:9][C:10]([N:12]3[C:27](=[O:28])[C:16]4[CH:17]=[N:18][C:19]5[C:20]([O:25][CH3:26])=[CH:21][CH:22]=[CH:23][C:24]=5[C:15]=4[N:14]([CH:29]4[CH2:34][CH2:33][N:32]([S:37]([CH3:36])(=[O:39])=[O:38])[CH2:31][CH2:30]4)[C:13]3=[O:35])=[CH:11][C:6]=2[O:5][CH2:4]1 |f:0.1.2|. Procedure details: 3-Benzo[1,3]dioxol-5-yl-1-(1-methanesulfonyl-piperidin-4-yl)-7-methoxy-1H-pyrimido[5,4-c]quinoline-2,4-dione (45 mg) was prepared according to general procedure H from 3-Benzo[1,3]dioxol-5-yl-7-methoxy-1-piperidin-4-yl-1H-pyrimido[5,4-c]quinoline-2,4-dione.dihydrochloride (50 mg, 0.1 mmol) and methanesulfonyl chloride. LCMS: m/z 525 [M+1]+. 1H NMR (400 MHz, CDCl3): δ 9.52 (s, 1H), 7.15 (m, 1H), 7.08 (m, 1H), 6.92 (m, 1H), 6.86 (m, 1H), 6.70-6.76 (m, 2H), 6.19 (s, 1H), 6.12 (s, 1H), 5.09 (m, 1H),... Reactants: [Li]CCCC, C[Si]1(C)CNC(=O)c2cccc(F)c21, C[Si]1(C)CN(CCCCl)C(=O)c2ccccc21, ClCCCBr, C1CCOC1. The product is C[Si]1(C)CN(CCCCl)C(=O)c2cccc(F)c21. Reaction SMILES: [CH2:32]([Li:33])[CH2:34][CH2:35][CH3:36].[CH3:18][Si:19]1([CH3:20])[c:21]2[c:22]([F:29])[cH:23][cH:24][cH:25][c:26]2[C:27](=[O:28])[NH:30][CH2:31]1.[Cl:1][CH2:2][CH2:3][CH2:4][N:5]1[CH2:6][Si:7]([CH3:16])([CH3:17])[c:8]2[c:9]([cH:12][cH:13][cH:14][cH:15]2)[C:10]1=[O:11].[Cl:37][CH2:38][CH2:39][CH2:40][Br:41].[O:42]1[CH2:43][CH2:44][CH2:45][CH2:46]1>>[Cl:1][CH2:2][CH2:3][CH2:4][N:5]1[CH2:6][Si:7]([CH3:16])([CH3:17])[c:8]2[c:9]([cH:12][cH:13][cH:14][c:15]2[F:29])[C:10]1=[O:11]. Starting materials: FC1=CC(=C(C=C1C(F)(F)F)NS(=O)(=O)C)I (N-(4-fluoro-2-iodo-5-trifluoromethyl-phenyl)-methanesulfonamide), C(C)SCC(C#C)(O)C (1-ethylsulfanyl-2-methyl-but-3-yn-2-ol). Yields the product C(C)SCC(C)(O)C=1N(C2=CC(=C(C=C2C1)F)C(F)(F)F)S(=O)(=O)C (1-Ethylsulfanyl-2-(5-fluoro-1-methanesulfonyl-6-trifluoromethyl-1H-indol-2-yl)-propan-2-ol). Reaction SMILES: [F:1][C:2]1[C:7]([C:8]([F:11])([F:10])[F:9])=[CH:6][C:5]([NH:12][S:13]([CH3:16])(=[O:15])=[O:14])=[C:4](I)[CH:3]=1.[CH2:18]([S:20][CH2:21][C:22]([CH3:26])([OH:25])[C:23]#[CH:24])[CH3:19]>>[CH2:18]([S:20][CH2:21][C:22]([C:23]1[N:12]([S:13]([CH3:16])(=[O:15])=[O:14])[C:5]2[C:4]([CH:24]=1)=[CH:3][C:2]([F:1])=[C:7]([C:8]([F:11])([F:10])[F:9])[CH:6]=2)([OH:25])[CH3:26])[CH3:19]. Procedure: This compound was prepared using the general Sonagashira procedure as described in the General Procedures Example C. The starting material was N-(4-fluoro-2-iodo-5-trifluoromethyl-phenyl)-methanesulfonamide (0.77 g, 2.0 mmol) and 1-ethylsulfanyl-2-methyl-but-3-yn-2-ol (0.29 g, 2.0 mmol), reacted to yield the title compound as a golden oil. The reactants are ClC1=CC=C(C=C1)S(=O)(=O)N[C@H]1[C@@H](CCCC1)C1=CC=CC=C1 (trans-4-chloro-N-(2-phenylcyclohexyl)-benzenesulfonamide), C(C)(=O)Cl (acetyl chloride), [Cl-].[Al+3].[Cl-].[Cl-] (aluminum chloride), ice HCl. The solvent is ClCCl (dichloromethane). Conditions: time 4 hour. Product: C(C)(=O)C1=CC=C(C=C1)[C@H]1[C@@H](CCCC1)NS(=O)(=O)C1=CC=C(C=C1)Cl (Trans-N-[2-(4-acetylphenyl)cyclohexyl]-4-chlorobenzenesulfonamide). Isolated yield 42.5%. Reaction SMILES: [Cl:1][C:2]1[CH:7]=[CH:6][C:5]([S:8]([NH:11][C@@H:12]2[CH2:17][CH2:16][CH2:15][CH2:14][C@H:13]2[C:18]2[CH:23]=[CH:22][CH:21]=[CH:20][CH:19]=2)(=[O:10])=[O:9])=[CH:4][CH:3]=1.[C:24](Cl)(=[O:26])[CH3:25].[Cl-].[Al+3].[Cl-].[Cl-]>ClCCl>[C:24]([C:21]1[CH:20]=[CH:19][C:18]([C@@H:13]2[CH2:14][CH2:15][CH2:16][CH2:17][C@H:12]2[NH:11][S:8]([C:5]2[CH:6]=[CH:7][C:2]([Cl:1])=[CH:3][CH:4]=2)(=[O:10])=[O:9])=[CH:23][CH:22]=1)(=[O:26])[CH3:25] |f:2.3.4.5|. Procedure: To a mixture maintained at 0° C. of 4.0 g (12 mmoles) of trans-4-chloro-N-(2-phenylcyclohexyl)-benzenesulfonamide (prepared according to Das P. C. et al., Indian J. Chem. (1974), 12, 1139-40), 80 ml of anhydrous dichloromethane and 2.4 g (31 mmoles) of acetyl chloride, 5.3 g (40 mmoles) of aluminum chloride are added by fractions. After 4 hours at 0° C., the reaction mixture is thrown onto an ice-HCl mixture before being extracted with dichloromethane. The organic phase is washed with water to n...